This data is from the Open Reaction Database (ORD), a public repository of structured organic reaction records. The task is: describe an organic reaction: reactants, conditions, products, and yield Reactants: C27H29ClN2O3S, [OH-].[K+] (potassium hydroxide), ester, CH3(ester), C1(=CC=CC=C1)SC1=C(C(=O)O)C=CC=C1 (phenylsulfanylbenzoic acid), C(\C=C/C(=O)O)(=O)O (maleic acid). The solvent is O (water), C(C)O (ethanol), C(C)O (ethanol). Run at temperature 20 celsius, time 8 hour. Yields the product C(COC(=O)CC(C(=O)O)O)O (hydrogenmaleate). Yield: 90.2%. As a reaction SMILES: C1(SC2C=CC=C[C:9]=2[C:10](O)=[O:11])C=CC=CC=1.[OH-:17].[K+].[C:19]([OH:26])(=[O:25])/[CH:20]=[CH:21]\[C:22]([OH:24])=[O:23]>O.C(O)C>[CH2:10]([OH:11])[CH2:9][O:23][C:22]([CH2:21][CH:20]([OH:17])[C:19]([OH:26])=[O:25])=[O:24] |f:1.2|. Reported procedure: A mixture of methyl 2-(4-(2-chloroethoxy)phenylsulfanyl)benzoate (7.2 g, 22.0 mmol), 1-(4-chlorobenzyl)piperazine (4.6 g, 22.0 mmol), anhydrous potassium carbonate (10.5 g), potassium iodide (0.2 g) and 4-methylpentane-2-one (120 ml) was refluxed for 20 h (the reaction was monitored by TLC and continued till 1-(4-chlorobenzyl)piperazine was not present in the reaction mixture). The hot mixture was filtered, the filtrate was evaporated to dryness. The residue was purified by column chromatography... Starting materials: [N+](#[C-])CC(=O)OCC (ethyl isocyanoacetate), tan solid, N#[C-] (isonitrile), 0-ethyl thioacetate, [C-]#N.[Na+] (sodium cyanide), C(C)OC(=O)C=1N=CSC1C (4-ethoxycarbonyl-5-methylthiazole). The solvent is C(C)O (ethanol), C(C)O (ethanol). Reaction conditions: time 5 minute. Yields the product C(C)OC(=O)C=1N=CSC1CCC (4-ethoxycarbonyl-5-(n-propyl) thiazole). Reaction SMILES: [N+]([CH2:3][C:4](OCC)=O)#[C-].[C-]#N.[Na+].N#[C-].[CH2:14]([O:16][C:17]([C:19]1[N:20]=[CH:21][S:22][C:23]=1[CH3:24])=[O:18])[CH3:15]>C(O)C>[CH2:14]([O:16][C:17]([C:19]1[N:20]=[CH:21][S:22][C:23]=1[CH2:24][CH2:3][CH3:4])=[O:18])[CH3:15] |f:1.2|. Procedure details: A solution of 2.25 g. (0.02 m) of ethyl isocyanoacetate and 2.08 g. (0.02 m) 0-ethyl thioacetate in 10 ml. absolute ethanol is added dropwise to a suspension of 0.25 g. sodium cyanide in 10 ml. absolute ethanol. After 5 minutes a mild exotherm occurs and the temperature rises to from 22° to 32° C. remaining there for about 1/2 hour. The reaction mixture is then heated at 50° C. for 8 hours at which time the smell of isonitrile is gone. The reaction mixture is then evaporated to dryness in vacuo ... Starting materials: C1(CC1)N1CC2=CC=C(C=C2C(C1)(C)C)OS(=O)(=O)C(F)(F)F (2-cyclopropyl-4,4-dimethyl-6-trifluoromethylsulfonyloxy-1,2,3,4-tetrahydro-isoquinoline), [C]=O (carbon monoxide), CS(=O)C (dimethylsulfoxide), C1(CC1)N1CC2=CC=C(C=C2C(C1)(C)C)OS(=O)(=O)C(F)(F)F (2-cyclopropyl-4,4-dimethyl-6-trifluoromethylsulfonyloxy-1,2,3,4-tetrahydro-isoquinoline), C1(=CC=CC=C1)P(CCCP(C1=CC=CC=C1)C1=CC=CC=C1)C1=CC=CC=C1 (1,3-bis(diphenylphosphino)propane), C(C)(=O)OCC (ethyl acetate). The reagents and catalysts are C(C)(=O)[O-].[Pd+2].C(C)(=O)[O-] (palladium acetate). Solvent: C(C)N(CC)CC (triethyl amine), ClCCCl (1,2-dichloroethane), C(C)O (ethanol), CCCCCC (hexane). Yields the product C(C)OC(=O)C=1C=C2C(CN(CC2=CC1)C1CC1)(C)C (Ethyl-2-cyclopropyl-4,4-dimethyl-1,2,3,4-tetrahydroisoquinoline-6-carboxylate). Reaction SMILES: [CH:1]1([N:4]2[CH2:13][C:12]([CH3:15])([CH3:14])[C:11]3[C:6](=[CH:7][CH:8]=[C:9](OS(C(F)(F)F)(=O)=O)[CH:10]=3)[CH2:5]2)[CH2:3][CH2:2]1.C1(P(C2C=CC=CC=2)CCCP(C2C=CC=CC=2)C2C=CC=CC=2)C=CC=CC=1.CS(C)=O.[C]=O.[C:59]([O:62][CH2:63][CH3:64])(=[O:61])C>CCCCCC.C([O-])(=O)C.[Pd+2].C([O-])(=O)C.C(O)C.C(N(CC)CC)C.ClCCCl>[CH2:63]([O:62][C:59]([C:9]1[CH:10]=[C:11]2[C:6](=[CH:7][CH:8]=1)[CH2:5][N:4]([CH:1]1[CH2:3][CH2:2]1)[CH2:13][C:12]2([CH3:15])[CH3:14])=[O:61])[CH3:64] |f:6.7.8,^3:56|. Procedure: Following general procedure K and using 2-cyclopropyl-4,4-dimethyl-6-trifluoromethylsulfonyloxy-1,2,3,4-tetrahydro-isoquinoline (Intermediate 22, 1.6 g, 4.6 mmol), palladium acetate (0.127 g, 0.56 mmol), 1,3-bis(diphenylphosphino)propane (0.160 g, 0.39 mmol), dimethylsulfoxide (2 mL), 1,2-dichloroethane (5 mL), triethyl amine (2 mL) , ethanol (5 mL) and an atmosphere of carbon monoxide followed by flash column chromatography over silica gel (230-400 mesh) using 10% ethyl acetate in hexane as the... Starting materials: FC1=CC=C(C=O)C=C1 (4-Fluoro-benzaldehyde), C1(=CC=C(C=C1)S(=O)(=O)NN)C (4-tolylsulfonyl hydrazine). Solvent: CO (methanol). Run at time 8 hour. Product: S(=O)(=O)(C1=CC=C(C)C=C1)NN=CC1=C(C=CC=C1)C1=CC=C(C=C1)F (4-fluorophenyl benzaldehyde-tosylhydrazone). As a reaction SMILES: [F:1][C:2]1[CH:9]=[CH:8][C:5]([CH:6]=O)=[CH:4][CH:3]=1.[C:10]1([CH3:21])[CH:15]=[CH:14][C:13]([S:16]([NH:19][NH2:20])(=[O:18])=[O:17])=[CH:12][CH:11]=1>CO>[S:16]([NH:19][N:20]=[CH:5][C:4]1[CH:3]=[CH:2][CH:9]=[CH:8][C:6]=1[C:5]1[CH:8]=[CH:9][C:2]([F:1])=[CH:3][CH:4]=1)([C:13]1[CH:12]=[CH:11][C:10]([CH3:21])=[CH:15][CH:14]=1)(=[O:17])=[O:18]. Procedure details: 4-Fluoro-benzaldehyde (26.6 ml, 31.25 g, 251 mmol) was added all at once to a stirred suspension of 4-tolylsulfonyl hydrazine (43.47 g, 287 mmol) in methanol (200 ml). Within 30 seconds everything dissolved and there was a small exotherm to 32° C., before the temperature dropped. After 30 minutes some of the solvent was evaporated. Crystallisation started after scratching and the solution was left for two hours at room temperature and overnight at ca 5° C. to crystallize. The crystals were filte... The reactants are O=C([O-])[O-], Cc1csc(S)n1, CC(C)c1nc2cc(Cl)c(Cl)cc2nc1Cl, [K+], [K+], CN(C)C=O, O=C(OO)c1cccc(Cl)c1. Product: Cc1csc(S(=O)c2nc3cc(Cl)c(Cl)cc3nc2C(C)C)n1. RXN SMILES: [C:24]([O-:25])(=[O:26])[O-:27].[CH3:17][c:18]1[n:19][c:20]([SH:23])[s:21][cH:22]1.[CH:1]([CH3:2])([CH3:3])[c:4]1[c:5]([Cl:16])[n:6][c:7]2[cH:8][c:9]([Cl:15])[c:10]([Cl:14])[cH:11][c:12]2[n:13]1.[K+:28].[K+:29].[O:41]=[CH:42][N:43]([CH3:44])[CH3:45].[OH:30][O:31][C:32]([c:33]1[cH:34][c:35]([Cl:36])[cH:37][cH:38][cH:39]1)=[O:40]>>[CH:1]([CH3:2])([CH3:3])[c:4]1[c:5]([S:23]([c:20]2[n:19][c:18]([CH3:17])[cH:22][s:21]2)=[O:25])[n:6][c:7]2[cH:8][c:9]([Cl:15])[c:10]([Cl:14])[cH:11][c:12]2[n:13]1. Starting materials: FC=1C=C(C=CC1F)C=1C2=C(N(N1)C(=O)N[C@H](C(=O)NC)C(C)(C)C)CCOC2 ((S)-3-(3,4-difluorophenyl)-N-(3,3-dimethyl-1-(methyl-amino)-1-oxobutan-2-yl)-6,7-dihydropyrano[4,3-c]pyrazole-1(4H)-carboxamide), FC1=C(C=C(C(=C1)F)F)C=1C2=C(NN1)COCC2 (3-(2,4,5-trifluorophenyl)-1,4,5,7-tetrahydropyrano[3,4-c]pyrazole), N[C@H](C(=O)NCCO)C(C)(C)C ((S)-2-amino-N-(2-hydroxyethyl)-3,3-dimethylbutanamide). Product: OCCNC([C@H](C(C)(C)C)NC(=O)N1N=C(C2=C1COCC2)C2=C(C=C(C(=C2)F)F)F)=O ((S)-N-(1-(2-hydroxyethylamino)-3,3-dimethyl-1-oxobutan-2-yl)-3-(2,4,5-trifluorophenyl)-4,5-dihydropyrano[3,4-c]pyrazole-1(7H)-carboxamide). Reaction SMILES: FC1C=C(C2C3COCCC=3N([C:14]([NH:16][C@@H:17]([C:22]([CH3:25])([CH3:24])[CH3:23])[C:18]([NH:20][CH3:21])=[O:19])=[O:15])N=2)C=CC=1F.[F:30][C:31]1[CH:36]=[C:35]([F:37])[C:34]([F:38])=[CH:33][C:32]=1[C:39]1[C:40]2[CH2:47][CH2:46][O:45][CH2:44][C:41]=2[NH:42][N:43]=1.N[C@@H](C(C)(C)C)[C:50](NCCO)=[O:51]>>[OH:51][CH2:50][CH2:21][NH:20][C:18](=[O:19])[C@@H:17]([NH:16][C:14]([N:42]1[C:41]2[CH2:44][O:45][CH2:46][CH2:47][C:40]=2[C:39]([C:32]2[CH:33]=[C:34]([F:38])[C:35]([F:37])=[CH:36][C:31]=2[F:30])=[N:43]1)=[O:15])[C:22]([CH3:23])([CH3:24])[CH3:25]. Procedure details: Compound 97 was prepared according to the procedure for the synthesis of compound 28 by replacing intermediate 16 with intermediate 16D, and replacing tert-leucine methylamide with intermediate 23. LCMS (+ESI) m/z=453.3 [M+H]+. 1H NMR (CDCl3) δ 7.81 (d, J=9.1 Hz, 1H), 7.51-7.54 (m, 1H), 7.02-7.05 (m, 1H), 6.37 (br, 1H), 5.03 (d, J=8.9 Hz, 2H), 4.14 (d, J=9.2 Hz, 1H), 3.83-3.90 (m, 2H), 3.74 (br, 2H), 3.45 (br, 2H), 3.35 (br, 1H), 2.64 (br, 1H), 1.06 (s, 9H). Purity: 97%. Reactants: ClCCCOC1=CC=C2C(C(=COC2=C1)CO)=O (7-(3-chloropropoxy)-3-(hydroxymethyl)chromen-4-one), Cl.FC1=CC2=C(C(=NO2)C2CCNCC2)C=C1 (6-fluoro-3-(4-piperidinyl)-1,2-benzisoxazole hydrochloride). RXN SMILES: Cl[CH2:2][CH2:3][CH2:4][O:5][C:6]1[CH:15]=[C:14]2[C:9]([C:10](=[O:18])[C:11]([CH2:16][OH:17])=[CH:12][O:13]2)=[CH:8][CH:7]=1.Cl.[F:20][C:21]1[CH:35]=[CH:34][C:24]2[C:25]([CH:28]3[CH2:33][CH2:32][NH:31][CH2:30][CH2:29]3)=[N:26][O:27][C:23]=2[CH:22]=1>CN(C)C=O>[F:20][C:21]1[CH:35]=[CH:34][C:24]2[C:25]([CH:28]3[CH2:29][CH2:30][N:31]([CH2:2][CH2:3][CH2:4][O:5][C:6]4[CH:15]=[C:14]5[C:9]([C:10](=[O:18])[C:11]([CH2:16][OH:17])=[CH:12][O:13]5)=[CH:8][CH:7]=4)[CH2:32][CH2:33]3)=[N:26][O:27][C:23]=2[CH:22]=1 |f:1.2|. Yield: 37.4%. Procedure: By the procedure described above, starting from 2.0 g (7.5 mmoles) of 7-(3-chloropropoxy)-3-(hydroxymethyl)chromen-4-one and 1.93 g (7.5 mmoles) of 6-fluoro-3-(4-piperidinyl)-1,2-benzisoxazole hydrochloride, a solid was obtained by crystallization of the crude product from dimethylformamide to yield 1.27 g of 7-[3-[4-(6-fluoro-1,2-benzisoxazole-3-yl)piperidin-1-yl]propoxy]-3-(hydroxymethyl)-chromen-4-one, mp 200°-202° C. Yields the product FC1=CC2=C(C(=NO2)C2CCN(CC2)CCCOC2=CC=C3C(C(=COC3=C2)CO)=O)C=C1 (7-[3-[4-(6-fluoro-1,2-benzisoxazole-3-yl)piperidin-1-yl]propoxy]-3-(hydroxymethyl)-chromen-4-one). Solvent: CN(C=O)C (dimethylformamide). Starting materials: FC1(CCC(CC1)C1=C(C(=NC=2CC(CC(C12)OCC1=CC=C(C=C1)OC)(C)C)C1CCN(CC1)C1=NC=CC=N1)C(C1=CC=C(C=C1)C(F)(F)F)F)F ((−)-4-(4,4-Difluorocyclohexyl)-3-{fluoro[4-(trifluoromethyl)phenyl]methyl}-5-[(4-methoxybenzyl)oxy]-7,7-dimethyl-2-[1-(pyrimidin-2-yl)piperidin-4-yl]-5,6,7,8-tetrahydroquinoline), Cl (hydrochloric acid), C(O)([O-])=O.[Na+] (sodium hydrogencarbonate). Run in O1CCOCC1 (1,4-dioxane). Reaction conditions: temperature 70 celsius, time 3 hour. Product: FC1(CCC(CC1)C1=C(C(=NC=2CC(CC(C12)O)(C)C)C1CCN(CC1)C1=NC=CC=N1)C(C1=CC=C(C=C1)C(F)(F)F)F)F ((−)-4-(4,4-Difluorocyclohexyl)-3-{fluoro[4-(trifluoromethyl)phenyl]methyl}-7,7-dimethyl-2-[1-(pyrimidin-2-yl)-piperidin-4-yl]-5,6,7,8-tetrahydroquinolin-5-ol). Isolated yield 86.5%. Reaction SMILES: [F:1][C:2]1([F:54])[CH2:7][CH2:6][CH:5]([C:8]2[C:17]3[CH:16]([O:18]CC4C=CC(OC)=CC=4)[CH2:15][C:14]([CH3:29])([CH3:28])[CH2:13][C:12]=3[N:11]=[C:10]([CH:30]3[CH2:35][CH2:34][N:33]([C:36]4[N:41]=[CH:40][CH:39]=[CH:38][N:37]=4)[CH2:32][CH2:31]3)[C:9]=2[CH:42]([F:53])[C:43]2[CH:48]=[CH:47][C:46]([C:49]([F:52])([F:51])[F:50])=[CH:45][CH:44]=2)[CH2:4][CH2:3]1.Cl.C(=O)([O-])O.[Na+]>O1CCOCC1>[F:54][C:2]1([F:1])[CH2:3][CH2:4][CH:5]([C:8]2[C:17]3[CH:16]([OH:18])[CH2:15][C:14]([CH3:28])([CH3:29])[CH2:13][C:12]=3[N:11]=[C:10]([CH:30]3[CH2:31][CH2:32][N:33]([C:36]4[N:41]=[CH:40][CH:39]=[CH:38][N:37]=4)[CH2:34][CH2:35]3)[C:9]=2[CH:42]([F:53])[C:43]2[CH:44]=[CH:45][C:46]([C:49]([F:50])([F:52])[F:51])=[CH:47][CH:48]=2)[CH2:6][CH2:7]1 |f:2.3|. Procedure details: To a solution of 1.28 g (1.70 mmol) of (−)-4-(4,4-Difluorocyclohexyl)-3-{fluoro[4-(trifluoromethyl)phenyl]methyl}-5-[(4-methoxybenzyl)oxy]-7,7-dimethyl-2-[1-(pyrimidin-2-yl)piperidin-4-yl]-5,6,7,8-tetrahydroquinoline, which was prepared by a method similar to that of Reference Example 15, in 8 ml of 1,4-dioxane, 4 ml of 6 N hydrochloric acid was added, and the reaction solution was stirred at 70° C. for 3 hours. After completion of the reaction, the reaction solution was poured into saturated so... Starting materials: S(O)(O)(=O)=O (sulfuric acid), ClC1=CC=C(C=O)C=C1 (4-chlorobenzaldehyde), [I-].[Na+] (sodium iodide), O.NN (hydrazine hydrate), CC1=CC=C(C=C1)C(=O)C (4-methylacetophenone). Reaction conditions: time 2.5 hour. The product is ClC1=CC=C(C=C1)C1=NNC(=C1)C1=CC=C(C=C1)C (3-(4-chlorophenyl)-5-(4-methylphenyl)pyrazole). Yield: 92.0%. As a reaction SMILES: S(=O)(=O)(O)O.O.[NH2:7][NH2:8].[CH3:9][C:10]1[CH:15]=[CH:14][C:13]([C:16]([CH3:18])=O)=[CH:12][CH:11]=1.[Cl:19][C:20]1[CH:27]=[CH:26][C:23]([CH:24]=O)=[CH:22][CH:21]=1.[I-].[Na+]>>[Cl:19][C:20]1[CH:27]=[CH:26][C:23]([C:24]2[CH:18]=[C:16]([C:13]3[CH:14]=[CH:15][C:10]([CH3:9])=[CH:11][CH:12]=3)[NH:8][N:7]=2)=[CH:22][CH:21]=1 |f:1.2,5.6|. Procedure details: 326.7 parts (2 mol) of sulfuric acid were initiially introduced into the stirring flask. 37.5 parts (0.75 mol) of hydrazine hydrate, 100 parts (0.75 mol) of 4-methylacetophenone, 105 parts (0.75 mol) of 4-chlorobenzaldehyde and 1 part (0.0067 mol) of sodium iodide were meteredin in succession at room temperature. The reaction mixture was brought to 140° C. by distilling off water and kept at 140° C. for 2.5 hours. 140 parts of water were distilled off. The mixture was diluted with500 parts of wa...